From a dataset of the Open Reaction Database (ORD), a public repository of structured organic reaction records. describe an organic reaction: reactants, conditions, products, and yield Reactants: Cl.N1CC(C1)C1=CC2=C(C3=NN(C=C3CCO2)C=2N(N=CN2)C2=C(C=C(C=C2)F)F)C=C1 (8-azetidin-3-yl-2-[2-(2,4-difluoro-phenyl)-2H-[1,2,4]triazol-3-yl]-4,5-dihydro-2H-6-oxa-1,2-diaza-benzo[e]azulene hydrochloride), CO (MeOH), BrCCOC1OCCCC1 (2-(2-bromo-ethoxy)-tetrahydro-pyran), crude product. Run in O (water). The product is FC1=C(C=CC(=C1)F)N1N=CN=C1N1C=C2CCOC3=C(C2=N1)C=CC(=C3)C3CN(C3)CCO (2-(3-{2-[2-(2,4-Difluoro-phenyl)-2H-[1,2,4]triazol-3-yl]-4,5-dihydro-2H-6-oxa-1,2-diaza-benzo[e]azulen-8-yl}-azetidin-1-yl)-ethanol). Reaction SMILES: Cl.[NH:2]1[CH2:5][CH:4]([C:6]2[CH:32]=[CH:31][C:9]3[C:10]4[C:14]([CH2:15][CH2:16][O:17][C:8]=3[CH:7]=2)=[CH:13][N:12]([C:18]2[N:19]([C:23]3[CH:28]=[CH:27][C:26]([F:29])=[CH:25][C:24]=3[F:30])[N:20]=[CH:21][N:22]=2)[N:11]=4)[CH2:3]1.Br[CH2:34][CH2:35][O:36]C1CCCCO1.CO>O>[F:30][C:24]1[CH:25]=[C:26]([F:29])[CH:27]=[CH:28][C:23]=1[N:19]1[C:18]([N:12]2[N:11]=[C:10]3[C:14]([CH2:15][CH2:16][O:17][C:8]4[CH:7]=[C:6]([CH:4]5[CH2:3][N:2]([CH2:34][CH2:35][OH:36])[CH2:5]5)[CH:32]=[CH:31][C:9]=43)=[CH:13]2)=[N:22][CH:21]=[N:20]1 |f:0.1|. Reported procedure: Following the procedure for 142, 8-azetidin-3-yl-2-[2-(2,4-difluoro-phenyl)-2H-[1,2,4]triazol-3-yl]-4,5-dihydro-2H-6-oxa-1,2-diaza-benzo[e]azulene hydrochloride was reacted with 2-(2-bromo-ethoxy)-tetrahydro-pyran, the crude product subjected to reverse phase HPLC (Gemini C18 column, gradient 10 to 90% MeOH in water+0.1% HCO2H) to give 201 as a white solid. 1H NMR (400 MHz, DMSO-d): δ 8.41 (s, 1H); 8.28 (s, 1H); 8.16 (s, 1H); 7.80 (td, J=8.75, 5.92 Hz, 1H); 7.62 (ddd, J=10.34, 9.02, 2.81 Hz, 1H)... The reactants are C(C)(=O)OC1=CC=C(C=C1)NC(CCl)=O (4-(2-chloroacetylamino)phenyl acetate), NC1=C(C=CC(=C1)OC)O (2-amino-4-methoxyphenol), C(C)(=O)OC1=CC=C(C=C1)[N+](=O)[O-] (4-nitrophenyl acetate), COC1=CC(=C(C=C1)O)[N+](=O)[O-] (4-methoxy-2-nitrophenol). Product: C(C)(=O)OC1=CC=C(C=C1)N (4-aminophenyl acetate). Reaction SMILES: NC1C=C(OC)C=CC=1O.[C:11]([O:14][C:15]1[CH:20]=[CH:19][C:18]([N+:21]([O-])=O)=[CH:17][CH:16]=1)(=[O:13])[CH3:12].COC1C=CC(O)=C([N+]([O-])=O)C=1.C(OC1C=CC(NC(=O)CCl)=CC=1)(=O)C>>[C:11]([O:14][C:15]1[CH:20]=[CH:19][C:18]([NH2:21])=[CH:17][CH:16]=1)(=[O:13])[CH3:12]. Procedure: Compound 55 was prepared in the manner of compound 12 substituting 4-nitrophenyl acetate for compound 11 in part C-1 of Example 1. Synthesis of 4-(2-chloroacetylamino)phenyl acetate (56):